From a dataset of the Open Reaction Database (ORD), a public repository of structured organic reaction records. describe an organic reaction: reactants, conditions, products, and yield Starting materials: FC1=CC=C(C=C1)C=1OC2=C(C1C(NC)=O)C=C(C(=C2)N(S(=O)(=O)C)C)C=2C=CC1=C(C=3N(C=4C=CC=C(C4C3)C(=O)OC)CO1)N2 (methyl 2-(2-(4-fluorophenyl)-3-(methylcarbamoyl)-6-(N-methylmethylsulfonamido)benzofuran-5-yl)-6H-pyrido[2′,3′:5,6][1,3]oxazino[3,4-a]indole-11-carboxylate), O[Li].O (LiOH.H2O), Cl (HCl). Solvent: O (water), O1CCOCC1 (dioxane), O1CCOCC1 (dioxane), O (water). Yields the product FC1=CC=C(C=C1)C=1OC2=C(C1C(NC)=O)C=C(C(=C2)N(S(=O)(=O)C)C)C=2C=CC1=C(C=3N(C=4C=CC=C(C4C3)C(=O)O)CO1)N2 (2-(2-(4-fluorophenyl)-3-(methylcarbamoyl)-6-(N-methylmethylsulfonamido)benzofuran-5-yl)-6H-pyrido[2′,3′:5,6][1,3]oxazino[3,4-a]indole-11-carboxylic acid). The yield is 78.0%. RXN SMILES: [F:1][C:2]1[CH:7]=[CH:6][C:5]([C:8]2[O:9][C:10]3[CH:20]=[C:19]([N:21]([CH3:26])[S:22]([CH3:25])(=[O:24])=[O:23])[C:18]([C:27]4[CH:28]=[CH:29][C:30]5[O:46][CH2:45][N:33]6[C:34]7[CH:35]=[CH:36][CH:37]=[C:38]([C:41]([O:43]C)=[O:42])[C:39]=7[CH:40]=[C:32]6[C:31]=5[N:47]=4)=[CH:17][C:11]=3[C:12]=2[C:13](=[O:16])[NH:14][CH3:15])=[CH:4][CH:3]=1.O[Li].O.Cl>O1CCOCC1.O>[F:1][C:2]1[CH:3]=[CH:4][C:5]([C:8]2[O:9][C:10]3[CH:20]=[C:19]([N:21]([CH3:26])[S:22]([CH3:25])(=[O:24])=[O:23])[C:18]([C:27]4[CH:28]=[CH:29][C:30]5[O:46][CH2:45][N:33]6[C:34]7[CH:35]=[CH:36][CH:37]=[C:38]([C:41]([OH:43])=[O:42])[C:39]=7[CH:40]=[C:32]6[C:31]=5[N:47]=4)=[CH:17][C:11]=3[C:12]=2[C:13](=[O:16])[NH:14][CH3:15])=[CH:6][CH:7]=1 |f:1.2|. Procedure: To a solution of methyl 2-(2-(4-fluorophenyl)-3-(methylcarbamoyl)-6-(N-methylmethylsulfonamido)benzofuran-5-yl)-6H-pyrido[2′,3′:5,6][1,3]oxazino[3,4-a]indole-11-carboxylate (160 mg, 0.24 mmol) in dioxane (2 mL) and water (2 mL), LiOH.H2O (30 mg, 0.71 mmol) was added and the mixture was heated to reflux for 2 hours. Then removed dioxane and the mixture was diluted with water, adjusted to pH=3˜4 by 1 N HCl, and extracted with EtOAc. The combined organic phases were washed with brine, dried over Na...